Dataset: the Open Reaction Database (ORD), a public repository of structured organic reaction records. Task: describe an organic reaction: reactants, conditions, products, and yield Starting materials: C(C(C)(C)C)(=O)NC=1N=C(C2=C(N1)NCC(C2)CCC=2NC=C(N2)C(=O)N[C@@H](CCC(=O)OC)C(=O)OC)O (Dimethyl N-{2-[2-(2-pivaloylamino-4-hydroxy-5,6,7,8-tetrahydropyrido[2,3-d]-pyrimidin-6-yl)ethyl]imidazol-4-ylcarbonyl}-L-glutamate), [OH-].[Na+] (sodium hydroxide). Product: NC=1N=C(C2=C(N1)NCC(C2)CCC=2NC=C(N2)C(=O)N[C@@H](CCC(=O)O)C(=O)O)O (N-{2-[2-(amino-4-hydroxy-5,6,7,8-tetrahydropyrido-[2,3-d]pyrimidin-6-yl)ethyl]imidazol-4-ylcarbonyl}-L-glutamic acid). Yield: 43.8%. RXN SMILES: C([NH:7][C:8]1[N:9]=[C:10]([OH:39])[C:11]2[CH2:17][CH:16]([CH2:18][CH2:19][C:20]3[NH:21][CH:22]=[C:23]([C:25]([NH:27][C@H:28]([C:35]([O:37]C)=[O:36])[CH2:29][CH2:30][C:31]([O:33]C)=[O:32])=[O:26])[N:24]=3)[CH2:15][NH:14][C:12]=2[N:13]=1)(=O)C(C)(C)C.[OH-].[Na+]>>[NH2:7][C:8]1[N:9]=[C:10]([OH:39])[C:11]2[CH2:17][CH:16]([CH2:18][CH2:19][C:20]3[NH:21][CH:22]=[C:23]([C:25]([NH:27][C@H:28]([C:35]([OH:37])=[O:36])[CH2:29][CH2:30][C:31]([OH:33])=[O:32])=[O:26])[N:24]=3)[CH2:15][NH:14][C:12]=2[N:13]=1 |f:1.2|. Procedure: Dimethyl N-{2-[2-(2-pivaloylamino-4-hydroxy-5,6,7,8-tetrahydropyrido[2,3-d]-pyrimidin-6-yl)ethyl]imidazol-4-ylcarbonyl}-L-glutamate (109 mg g, 0.2 mmol) and 0.5N sodium hydroxide (1 mL) are allowed to react analogously to the method described in Example 19 to yield N-{2-[2-(amino-4-hydroxy-5,6,7,8-tetrahydropyrido-[2,3-d]pyrimidin-6-yl)ethyl]imidazol-4-ylcarbonyl}-L-glutamic acid (38 mg, 44%, mp >260° C.): 1H NMR (DMSOd6) d 12.35 (br s, 1H), 12.21 (br s, 1H), 9.77 (br s, 1H), 7.80 (br s, 1H), 7.... Reactants: CC(C)(C)OC(=O)N1CC(=CC#N)C1, CCS(=O)(=O)Cl, CCOC(C)=O, CC#N, CCCCCCC, Cl. The product is CCS(=O)(=O)N1CC(=CC#N)C1. RXN SMILES: [C:1](#[N:2])[CH:3]=[C:4]1[CH2:5][N:6]([C:8]([O:9][C:10]([CH3:11])([CH3:12])[CH3:13])=[O:14])[CH2:7]1.[CH2:15]([CH3:16])[S:17](=[O:18])(=[O:19])[Cl:20].[CH3:21][CH2:22][O:23][C:24](=[O:25])[CH3:26].[CH3:27][C:28]#[N:29].[CH3:31][CH2:32][CH2:33][CH2:34][CH2:35][CH2:36][CH3:37].[ClH:30]>>[C:1](#[N:2])[CH:3]=[C:4]1[CH2:5][N:6]([S:17]([CH2:15][CH3:16])(=[O:18])=[O:19])[CH2:7]1. Reaction SMILES: [CH3:1][O:2][CH2:3][CH:4]([NH:17]C(=O)[O-])[C:5]1[CH:6]=[N:7][C:8]([O:11][CH2:12][C:13]([F:16])([F:15])[F:14])=[CH:9][CH:10]=1.C(OC(=O)C)C.Cl>>[CH3:1][O:2][CH2:3][CH:4]([C:5]1[CH:6]=[N:7][C:8]([O:11][CH2:12][C:13]([F:16])([F:14])[F:15])=[CH:9][CH:10]=1)[NH2:17] |f:1.2|. Product: COCC(N)C=1C=NC(=CC1)OCC(F)(F)F (2-methoxy-1-(6-(2,2,2-trifluoroethoxy)pyridin-3-yl)ethanamine). Reactants: COCC(C=1C=NC(=CC1)OCC(F)(F)F)NC([O-])=O ((2-methoxy-1-(6-(2,2,2-trifluoroethoxy)pyridin-3-yl)ethyl)carbamate), C(C)OC(C)=O.Cl (hydrochloric acid ethyl acetate). Reported procedure: (2-methoxy-1-(6-(2,2,2-trifluoroethoxy)pyridin-3-yl)ethyl)carbamate (0.046 g, 0.131 mmol, Step-9, single enantiomer) and 4M hydrochloric acid ethyl acetate solution (4 mL) is stirred at room temperature for 2 hours. After removal of the solvent, the residue is diluted with methanol (4 mL) and applied onto a strong cation exchange cartridge (BondElute(registered trademark) SCX, 1 g/6 mL, Varian Inc.), and the solid phase matrix is rinsed with methanol (5 mL). The crude mixture is eluted with 1M a... Isolated yield 91.5%. Reactants: COC1=C(C=C(C=C1)B(O)O)C (4-methoxy-3-methylphenylboronic acid), C(C)(=O)O[C@H]1[C@H](OC=2C=NC=C(C2)Br)SC[C@H]([C@@H]1OC(C)=O)OC(C)=O (5-bromo-3-pyridinyl 2,3,4-tri-O-acetyl-5-thio-β-D-xylopyranoside). The product is O([C@H]1[C@H](O)[C@@H](O)[C@H](O)CS1)C=1C=NC=C(C1)C1=CC(=C(C=C1)OC)C (5-(4-methoxy-3-methylphenyl)-3-pyridinyl 5-thio-β-D-xylopyranoside), solid. Isolated yield 21.0%. Reaction SMILES: [CH3:1][O:2][C:3]1[CH:8]=[CH:7][C:6](B(O)O)=[CH:5][C:4]=1[CH3:12].C([O:16][C@@H:17]1[C@@H:30]([O:31]C(=O)C)[C@H:29]([O:35]C(=O)C)[CH2:28][S:27][C@H:18]1[O:19][C:20]1[CH:21]=[N:22][CH:23]=[C:24](Br)[CH:25]=1)(=O)C>>[O:19]([C:20]1[CH:21]=[N:22][CH:23]=[C:24]([C:6]2[CH:7]=[CH:8][C:3]([O:2][CH3:1])=[C:4]([CH3:12])[CH:5]=2)[CH:25]=1)[C@@H:18]1[S:27][CH2:28][C@@H:29]([OH:35])[C@H:30]([OH:31])[C@H:17]1[OH:16]. Procedure details: By following a procedure analogous to Example 122 starting from 4-methoxy-3-methylphenylboronic acid and 5-bromo-3-pyridinyl 2,3,4-tri-O-acetyl-5-thio-β-D-xylopyranoside, 5-(4-methoxy-3-methylphenyl)-3-pyridinyl 5-thio-β-D-xylopyranoside is obtained in the form of a white solid (yield=21%). The reactants are COC=1C=C(CC2N(CCC3=C(C=CC(=C23)OC)O)CC(=O)NCC2=NC=CC=C2)C=CC1OC (2-[1-(3,4-dimethoxy-benzyl)-5-hydroxy-8-methoxy-3,4-dihydro-1H-isoquinolin-2-yl]-N-(pyridin-2-yl-methyl)-acetamide), BrCCCF (1-bromo-3-fluoro-propane). The product is COC=1C=C(CC2N(CCC3=C(C=CC(=C23)OC)OCCCF)CC(=O)NCC2=NC=CC=C2)C=CC1OC (2-[1-(3,4-dimethoxy-benzyl)-5-(3-fluoro-propoxy)-8-methoxy-3,4-dihydro-1H-isoquinolin-2-yl]-N-(pyridin-2-yl-methyl)-acetamide). As a reaction SMILES: [CH3:1][O:2][C:3]1[CH:4]=[C:5]([CH:31]=[CH:32][C:33]=1[O:34][CH3:35])[CH2:6][CH:7]1[C:16]2[C:11](=[C:12]([OH:19])[CH:13]=[CH:14][C:15]=2[O:17][CH3:18])[CH2:10][CH2:9][N:8]1[CH2:20][C:21]([NH:23][CH2:24][C:25]1[CH:30]=[CH:29][CH:28]=[CH:27][N:26]=1)=[O:22].Br[CH2:37][CH2:38][CH2:39][F:40]>>[CH3:1][O:2][C:3]1[CH:4]=[C:5]([CH:31]=[CH:32][C:33]=1[O:34][CH3:35])[CH2:6][CH:7]1[C:16]2[C:11](=[C:12]([O:19][CH2:37][CH2:38][CH2:39][F:40])[CH:13]=[CH:14][C:15]=2[O:17][CH3:18])[CH2:10][CH2:9][N:8]1[CH2:20][C:21]([NH:23][CH2:24][C:25]1[CH:30]=[CH:29][CH:28]=[CH:27][N:26]=1)=[O:22]. Procedure details: prepared by reaction of 2-[1-(3,4-dimethoxy-benzyl)-5-hydroxy-8-methoxy-3,4-dihydro-1H-isoquinolin-2-yl]-N-(pyridin-2-yl-methyl)-acetamide with 1-bromo-3-fluoro-propane The product is CC(C)(C)OC(=O)c1cccc2ccc(CBr)cc12. Reactants: O=C(O)c1cccc2ccc(CBr)cc12, C=C(C)C, ClCCl, O=S(=O)(O)O. RXN SMILES: [Br:5][CH2:6][c:7]1[cH:8][cH:9][c:10]2[cH:11][cH:12][cH:13][c:14]([C:17](=[O:18])[OH:19])[c:15]2[cH:16]1.[CH3:1][C:2]([CH3:3])=[CH2:4].[Cl:25][CH2:26][Cl:27].[S:20](=[O:21])(=[O:22])([OH:23])[OH:24]>>[CH3:1][C:2]([CH3:3])([CH3:4])[O:19][C:17]([c:14]1[cH:13][cH:12][cH:11][c:10]2[cH:9][cH:8][c:7]([CH2:6][Br:5])[cH:16][c:15]21)=[O:18].